Dataset: the Open Reaction Database (ORD), a public repository of structured organic reaction records. Task: describe an organic reaction: reactants, conditions, products, and yield The reactants are CO, [Li+], COC(=O)c1ccc(CN2CCCCC2=O)cc1, [OH-], O, O. The product is O=C(O)c1ccc(CN2CCCCC2=O)cc1. As a reaction SMILES: [CH3:22][OH:23].[Li+:21].[O:1]=[C:2]1[N:3]([CH2:8][c:9]2[cH:10][cH:11][c:12]([C:13](=[O:14])[O:15][CH3:16])[cH:17][cH:18]2)[CH2:4][CH2:5][CH2:6][CH2:7]1.[OH-:20].[OH2:19].[OH2:24]>>[O:1]=[C:2]1[N:3]([CH2:8][c:9]2[cH:10][cH:11][c:12]([C:13](=[O:14])[OH:15])[cH:17][cH:18]2)[CH2:4][CH2:5][CH2:6][CH2:7]1. Reactants: C1(CC1)N1C=C(C(C2=C(C(=C(C(=C12)F)F)F)F)=O)C(=O)O (1-cyclopropyl-5,6,7,8-tetrafluoro-1,4-dihydro-4-oxoquinoline-3-carboxylic acid), Br.Br.C1=2CNCC2CNC1 (3,7-diazabicyclo[3.3.0]oct-1(5)-ene dihydrobromide), N12CCCCCC2=NCCC1 (1,8-diazabicyclo[5.4.0]undec-7-ene). Solvent: C(C)#N (acetonitrile). Run at time 8 hour. Product: C1(CC1)N1C=C(C(C2=C(C(=C(C(=C12)F)N1CC=2CNCC2C1)F)F)=O)C(=O)O (1-cyclopropyl-7-[3,7-diazabicyclo[3.3.0]oct-1(5)-en-3-yl]-5,6,8-trifluoro-1,4-dihydro-4-oxoquinoline-3-carboxylic acid). Yield: 74.4%. As a reaction SMILES: [CH:1]1([N:4]2[C:13]3[C:8](=[C:9]([F:17])[C:10]([F:16])=[C:11](F)[C:12]=3[F:14])[C:7](=[O:18])[C:6]([C:19]([OH:21])=[O:20])=[CH:5]2)[CH2:3][CH2:2]1.Br.Br.[C:24]12[CH2:31][NH:30][CH2:29][C:28]=1[CH2:27][NH:26][CH2:25]2.N12CCCN=C1CCCCC2>C(#N)C>[CH:1]1([N:4]2[C:13]3[C:8](=[C:9]([F:17])[C:10]([F:16])=[C:11]([N:26]4[CH2:27][C:28]5[CH2:29][NH:30][CH2:31][C:24]=5[CH2:25]4)[C:12]=3[F:14])[C:7](=[O:18])[C:6]([C:19]([OH:21])=[O:20])=[CH:5]2)[CH2:2][CH2:3]1 |f:1.2.3|. Procedure details: 0.6 g of 1-cyclopropyl-5,6,7,8-tetrafluoro-1,4-dihydro-4-oxoquinoline-3-carboxylic acid, 1.2 g of 3,7-diazabicyclo[3.3.0]oct-1(5)-ene dihydrobromide and 1.3 ml of 1,8-diazabicyclo[5.4.0]undec-7-ene (DBU) were suspended in 20 ml of acetonitrile, and then the reaction mixture was refluxed for 10 hours. This reaction mixture was kept overnight at the room temperature, and the produced precipitate was filtered and then the residue was washed with ethanol to obtain 0.58 g the title compound (yield 74... Starting materials: N(=NC(=O)N1CCCCC1)C(=O)N1CCCCC1 (1,1′-(azodicarbonyl)dipiperidine), OC1=CC=C(C=C1)C1C(C1)C(=O)OC (methyl 2-(4-hydroxyphenyl)cyclopropanecarboxylate), CC1=C(C(=CC(=C1)OCC1(COC1)C)C)C1=CC(=CC=C1)CO ((2′,6′-dimethyl-4′-[(3-methyloxetan-3-yl)methoxy]biphenyl-3-yl}methanol), C(CCC)P(CCCC)CCCC (tributylphosphine). Solvent: C1(=CC=CC=C1)C (toluene), CCCCCC (Hexane). Reaction conditions: time 4 hour. Product: CC1=C(C(=CC(=C1)OCC1(COC1)C)C)C1=CC(=CC=C1)COC1=CC=C(C=C1)C1C(C1)C(=O)OC (methyl 2-[4-({2′,6′-dimethyl-4′-[(3-methyloxetan-3-yl)methoxy]biphenyl-3-yl}methoxy)phenyl]cyclopropanecarboxylate). The yield is 90.4%. As a reaction SMILES: [OH:1][C:2]1[CH:7]=[CH:6][C:5]([CH:8]2[CH2:10][CH:9]2[C:11]([O:13][CH3:14])=[O:12])=[CH:4][CH:3]=1.[CH3:15][C:16]1[CH:21]=[C:20]([O:22][CH2:23][C:24]2([CH3:28])[CH2:27][O:26][CH2:25]2)[CH:19]=[C:18]([CH3:29])[C:17]=1[C:30]1[CH:35]=[CH:34][CH:33]=[C:32]([CH2:36]O)[CH:31]=1.C(P(CCCC)CCCC)CCC.N(C(N1CCCCC1)=O)=NC(N1CCCCC1)=O>C1(C)C=CC=CC=1.CCCCCC>[CH3:29][C:18]1[CH:19]=[C:20]([O:22][CH2:23][C:24]2([CH3:28])[CH2:27][O:26][CH2:25]2)[CH:21]=[C:16]([CH3:15])[C:17]=1[C:30]1[CH:35]=[CH:34][CH:33]=[C:32]([CH2:36][O:1][C:2]2[CH:3]=[CH:4][C:5]([CH:8]3[CH2:10][CH:9]3[C:11]([O:13][CH3:14])=[O:12])=[CH:6][CH:7]=2)[CH:31]=1. Reported procedure: A solution of methyl 2-(4-hydroxyphenyl)cyclopropanecarboxylate (0.157 g, 0.816 mmol), (2′,6′-dimethyl-4′-[(3-methyloxetan-3-yl)methoxy]biphenyl-3-yl}methanol (0.231 g, 0.741 mmol) and tributylphosphine (0.298 g, 1.47 mmol) in toluene (15 mL) was stirred, 1,1′-(azodicarbonyl)dipiperidine (0.372 g, 1.47 mmol) was added, and the mixture was stirred at room temperature for 4 hr. Hexane (15 mL) was added to the reaction mixture, and the precipitated insoluble material was filtrated. The filtrate was... Starting materials: C(C)OC(CC1=C(C=C(C=C1)NC1=NC=CC=C1N)Cl)=O ([4-(3-amino-pyridin-2-ylamino)-2-chloro-phenyl]-acetic acid ethyl ester), CCCCCC.CCOC(=O)C (Hexane EtOAc). The product is C(C)OC(CC1=C(C=C(C=C1)N1C=NC=2C1=NC=CC2)Cl)=O ((2-Chloro-4-imidazo[4,5-b]pyridin-3-yl-phenyl)-acetic acid ethyl ester). Reaction SMILES: [CH2:1]([O:3][C:4](=[O:21])[CH2:5][C:6]1[CH:11]=[CH:10][C:9]([NH:12][C:13]2[C:18]([NH2:19])=[CH:17][CH:16]=[CH:15][N:14]=2)=[CH:8][C:7]=1[Cl:20])[CH3:2].[CH3:22]CCCCC.CCOC(C)=O>>[CH2:1]([O:3][C:4](=[O:21])[CH2:5][C:6]1[CH:11]=[CH:10][C:9]([N:12]2[C:13]3=[N:14][CH:15]=[CH:16][CH:17]=[C:18]3[N:19]=[CH:22]2)=[CH:8][C:7]=1[Cl:20])[CH3:2] |f:1.2|. Procedure details: is obtained analogously to the method as described in Step 1.2 but using [4-(3-amino-pyridin-2-ylamino)-2-chloro-phenyl]-acetic acid ethyl ester instead of [4-(3-amino-pyridin-2-ylamino)-phenyl]-acetic acid methyl ester as a starting material. ES-MS: 316.1 [M+H]+; single peak at tR=4.24 min (System 1); Rf=0.16 (Hexane/EtOAc, 1:1). Reactants: C(C(C)C)(=O)Cl (isobutyryl chloride), COC(CN)OC (aminoacetaldehyde dimethyl acetal). Yields the product COC(CNC(C(C)C)=O)OC (N-[2,2-Dimethoxyethyl]isobutyramide). Yield: 77.0%. Reaction SMILES: [C:1](Cl)(=[O:5])[CH:2]([CH3:4])[CH3:3].[CH3:7][O:8][CH:9]([O:12][CH3:13])[CH2:10][NH2:11]>>[CH3:7][O:8][CH:9]([O:12][CH3:13])[CH2:10][NH:11][C:1](=[O:5])[CH:2]([CH3:4])[CH3:3]. Procedure: The product is prepared analogously to Example 1 from isobutyryl chloride and aminoacetaldehyde dimethyl acetal. Distillation at 98° C. and 0.01 mbar gives a yield of 77 %. According to GC; the product has a purity of 98%. Reactants: N1(CCNCC1)C=1C=CC=2N(N1)C(=NN2)C(F)(F)F (6-(piperazin-1-yl)-3-(trifluoromethyl)-[1,2,4]triazolo[4,3-b]pyridazine), O1CCOC2=C1C=CC(=C2)C=O (2,3-dihydro-1,4-benzodioxine-6-carbaldehyde). Yields the product O1CCOC2=C1C=CC(=C2)CN2CCN(CC2)C=2C=CC=1N(N2)C(=NN1)C(F)(F)F (6-[4-(2,3-dihydro-1,4-benzodioxin-6-ylmethyl)piperazin-1-yl]-3-(trifluoromethyl)-[1,2,4]triazolo[4,3-b]pyridazine). As a reaction SMILES: [N:1]1([C:7]2[CH:8]=[CH:9][C:10]3[N:11]([C:13]([C:16]([F:19])([F:18])[F:17])=[N:14][N:15]=3)[N:12]=2)[CH2:6][CH2:5][NH:4][CH2:3][CH2:2]1.[O:20]1[C:25]2[CH:26]=[CH:27][C:28]([CH:30]=O)=[CH:29][C:24]=2[O:23][CH2:22][CH2:21]1>>[O:20]1[C:25]2[CH:26]=[CH:27][C:28]([CH2:30][N:4]3[CH2:3][CH2:2][N:1]([C:7]4[CH:8]=[CH:9][C:10]5[N:11]([C:13]([C:16]([F:17])([F:18])[F:19])=[N:14][N:15]=5)[N:12]=4)[CH2:6][CH2:5]3)=[CH:29][C:24]=2[O:23][CH2:22][CH2:21]1. Procedure: Reductive amination of 6-(piperazin-1-yl)-3-(trifluoromethyl)-[1,2,4]triazolo[4,3-b]pyridazine with 2,3-dihydro-1,4-benzodioxine-6-carbaldehyde was carried out according to General Synthetic Method 5. The crude product was purified by hplc using a Waters XBridge Prep C18 OBD column (5μ silica, 19 mm diameter, 100 mm length) eluted with decreasingly polar mixtures of water (containing 1% aqueous ammonia) and acetonitrile as eluents to give 6-[4-(2,3-dihydro-1,4-benzodioxin-6-ylmethyl)piperazin-1-...